From a dataset of the Open Reaction Database (ORD), a public repository of structured organic reaction records. describe an organic reaction: reactants, conditions, products, and yield Reactants: NC1=NC(=C(C(=N1)NCCO)N=NC1=CC=C(C=C1)Cl)Cl (2-amino-6-chloro-5-[(p-chlorophenyl)azo]-4-[(2-hydroxyethyl)amino]pyrimidine), C(C)O (ethanol), O (water). Reagents/catalysts: [Zn] (zinc). The solvent is C(C)(=O)O (acetic acid). Run at temperature 70 celsius. Yields the product ClC1=C(C(=NC(=N1)N)NCCO)N (6-Chloro-2,5-diamino-4-[(2-hydroxyethyl)amino]pyrimidine). Isolated yield 18.1%. Reaction SMILES: [NH2:1][C:2]1[N:7]=[C:6]([NH:8][CH2:9][CH2:10][OH:11])[C:5]([N:12]=NC2C=CC(Cl)=CC=2)=[C:4]([Cl:21])[N:3]=1.C(O)C.O>[Zn].C(O)(=O)C>[Cl:21][C:4]1[N:3]=[C:2]([NH2:1])[N:7]=[C:6]([NH:8][CH2:9][CH2:10][OH:11])[C:5]=1[NH2:12]. Procedure details: To 2-amino-6-chloro-5-[(p-chlorophenyl)azo]-4-[(2-hydroxyethyl)amino]pyrimidine (3.0 g, 9.2 mmol) were added ethanol (76.0 ml), water (76.0 ml) and acetic acid (8.0 ml), and the mixture was heated to 70° C. A zinc powder (7.52 g) was added portionwise with stirring in a nitrogen stream and the mixture was stirred at the same temperature for 1.5 hours to give a solution. The reaction mixture was filtered and the solvent of the filtrate was distilled away under reduced pressure. Water was added to...